Dataset: the Open Reaction Database (ORD), a public repository of structured organic reaction records. Task: describe an organic reaction: reactants, conditions, products, and yield Reactants: NCCCCCC(=O)O (6Aminocaproic acid), C(C1=CC=CC=C1)OC1=C(OC=CC1=O)C (3-benzyloxy-2-methyl-4-pyrone), NCCC(=O)O (β-alanine). Yields the product C(C1=CC=CC=C1)OC1=C(N(C=CC1=O)CCCCCC(=O)O)C (3-benzyloxy-1-(5'-carboxypentyl)-2-methylpyrid-4-one). Isolated yield 70.0%. Reaction SMILES: [NH2:1][CH2:2][CH2:3][CH2:4][CH2:5][CH2:6][C:7]([OH:9])=[O:8].[CH2:10]([O:17][C:18]1[C:23](=[O:24])[CH:22]=[CH:21]O[C:19]=1[CH3:25])[C:11]1[CH:16]=[CH:15][CH:14]=[CH:13][CH:12]=1.NCCC(O)=O>>[CH2:10]([O:17][C:18]1[C:23](=[O:24])[CH:22]=[CH:21][N:1]([CH2:2][CH2:3][CH2:4][CH2:5][CH2:6][C:7]([OH:9])=[O:8])[C:19]=1[CH3:25])[C:11]1[CH:16]=[CH:15][CH:14]=[CH:13][CH:12]=1. Reported procedure: 6Aminocaproic acid is reacted with 3-benzyloxy-2-methyl-4-pyrone in an exactly analogous procedure to that described in Example 2 for the reaction of the latter compound with β-alanine to give 3-benzyloxy-1-(5'-carboxypentyl)-2-methylpyrid-4-one in 70% yield, this compound being obtained after recrystallisation from ethanol/acetone (1:1 v/v) as white crystals, m.p. 145°-147° C. Starting materials: BrC(=C)C (2-Bromopropene), CCOC(=O)C (EtOAc), C(C1=CC=CC=C1)OC(=O)N[C@H](C(=O)N(C)OC)CC1=CC=C(C=C1)CNC(=O)OC(C)(C)C ((S)-2-(((Benzyloxy)carbonyl)amino)-3-(4-(((tert-butoxycarbonyl)amino)methyl)phenyl)-N-methoxy-N-methylpropionamide), [Li]C(C)(C)C (tBuLi). Solvent: C1CCOC1 (THF), C1CCOC1 (THF). Run at temperature -20 celsius. Yields the product C(C)(C)(C)OC(=O)NCC1=CC=C(C=C1)C[C@@H](C(C(=C)C)=O)NC(OCC1=CC=CC=C1)=O ((S)-Benzyl (1-(4-((tert-butyloxycarbonylamino)methyl)phenyl)-4-methyl-3-oxopent-4-en-2-yl)carbamate), oil. The yield is 94.3%. Reaction SMILES: Br[C:2]([CH3:4])=[CH2:3].[Li]C(C)(C)C.[CH2:10]([O:17][C:18]([NH:20][C@@H:21]([CH2:28][C:29]1[CH:34]=[CH:33][C:32]([CH2:35][NH:36][C:37]([O:39][C:40]([CH3:43])([CH3:42])[CH3:41])=[O:38])=[CH:31][CH:30]=1)[C:22](N(OC)C)=[O:23])=[O:19])[C:11]1[CH:16]=[CH:15][CH:14]=[CH:13][CH:12]=1.CCOC(C)=O>C1COCC1>[C:40]([O:39][C:37]([NH:36][CH2:35][C:32]1[CH:33]=[CH:34][C:29]([CH2:28][C@H:21]([NH:20][C:18](=[O:19])[O:17][CH2:10][C:11]2[CH:16]=[CH:15][CH:14]=[CH:13][CH:12]=2)[C:22](=[O:23])[C:2]([CH3:4])=[CH2:3])=[CH:30][CH:31]=1)=[O:38])([CH3:43])([CH3:42])[CH3:41]. Procedure details: 2-Bromopropene (3.5 eq., 14.0 mmol, 1.25 mL) was dissolved in THF (50 mL) and cooled to −78° C. tBuLi (6.5 eq., 26.0 mmol, 16.3 mL; 1.6 M in hexane) was added slowly and the mixture was stirred for 1 hour at −78° C. after which Weinreb amide 11 (1 eq., 4.0 mmol, 1.89 g) was added in THF (5 mL). The mixture was allowed to warm to −20° C. in 6 hours after which TLC analysis indicated complete consumption of the Weinreb amide. A saturated aqueous NH4Cl solution and EtOAc were added and the layers w... Reaction SMILES: [CH3:35][C:36]#[N:37].[Cl+:10]([O-:11])[O-:12].[Cl:14][c:15]1[c:16]([C:17](=[O:18])[O:19][CH3:20])[cH:21][cH:22][c:23]([Cl:27])[c:24]1[CH:25]=[O:26].[ClH:28].[Na+:13].[Na+:33].[Na+:7].[OH2:1].[OH2:34].[OH:8][OH:9].[P:2]([O-:3])([OH:4])([OH:5])=[O:6].[S:29](=[O:30])([O-:31])[OH:32]>>[Cl:14][c:15]1[c:16]([C:17](=[O:18])[O:19][CH3:20])[cH:21][cH:22][c:23]([Cl:27])[c:24]1[C:25](=[O:26])[OH:30]. Starting materials: CC#N, [O-][Cl+][O-], COC(=O)c1ccc(Cl)c(C=O)c1Cl, Cl, [Na+], [Na+], [Na+], O, O, OO, O=P([O-])(O)O, O=S([O-])O. The product is COC(=O)c1ccc(Cl)c(C(=O)O)c1Cl.